This data is from the Open Reaction Database (ORD), a public repository of structured organic reaction records. The task is: describe an organic reaction: reactants, conditions, products, and yield Reactants: C(C)N1C(=CC2=CC(=CC=C12)F)C(=O)O (1-ethyl-5-fluoro-1H-indole-2-carboxylic acid), C(C(=O)Cl)(=O)Cl (oxalyl chloride), COC(CC=1C(=NN(C1C)CC1=C(C=C(C=C1)N)F)C)=O ([1-(4-amino-2-fluorobenzyl)-3,5-dimethyl-1H-pyrazol-4-yl]acetic acid methyl ester), C(C)(C)N(CC)C(C)C (diisopropylethylamine). Reagents/catalysts: CN(C1=CC=NC=C1)C (4-dimethylaminopyridine). Solvent: CN(C=O)C (dimethylformamide), ClCCl (dichloromethane), ClCCl (dichloromethane). Conditions: time 1 hour. Product: COC(CC=1C(=NN(C1C)CC1=C(C=C(C=C1)NC(=O)C=1N(C2=CC=C(C=C2C1)F)CC)F)C)=O ((1-(4-[(1-ethyl-5-fluoro-1H-indole-2-carbonyl)amino]-2-fluorobenzyl)-3,5-dimethyl-1H-pyrazol-4-yl)acetic acid methyl ester). The yield is 54.6%. As a reaction SMILES: [CH2:1]([N:3]1[C:11]2[C:6](=[CH:7][C:8]([F:12])=[CH:9][CH:10]=2)[CH:5]=[C:4]1[C:13]([OH:15])=O)[CH3:2].C(Cl)(=O)C(Cl)=O.[CH3:22][O:23][C:24](=[O:42])[CH2:25][C:26]1[C:27]([CH3:41])=[N:28][N:29]([CH2:32][C:33]2[CH:38]=[CH:37][C:36]([NH2:39])=[CH:35][C:34]=2[F:40])[C:30]=1[CH3:31].C(N(C(C)C)CC)(C)C>ClCCl.CN(C)C1C=CN=CC=1.CN(C)C=O>[CH3:22][O:23][C:24](=[O:42])[CH2:25][C:26]1[C:27]([CH3:41])=[N:28][N:29]([CH2:32][C:33]2[CH:38]=[CH:37][C:36]([NH:39][C:13]([C:4]3[N:3]([CH2:1][CH3:2])[C:11]4[C:6]([CH:5]=3)=[CH:7][C:8]([F:12])=[CH:9][CH:10]=4)=[O:15])=[CH:35][C:34]=2[F:40])[C:30]=1[CH3:31]. Reported procedure: To a solution of 1-ethyl-5-fluoro-1H-indole-2-carboxylic acid (140 mg, 0.68 mmol) in 6 mL dichloromethane is added oxalyl chloride (0.094 mL, 0.68 mmol) and a drop dimethylformamide. After stirring at room temperature for 1 hour the solvent is removed by evaporation in vacuo. The residue is dissolved in dichloromethane (5 mL) and dropped to a solution of [1-(4-amino-2-fluorobenzyl)-3,5-dimethyl-1H-pyrazol-4-yl]acetic acid methyl ester (177 mg, 0.61 mmol) and diisopropylethylamine (0.23 mL, 1.35 ... The reactants are COC(CC(=O)NC1=C(C(=CC=C1)C)C1=CC(=CC=C1)S(=O)(=O)C1=C(SC(=C1)C(=N)NC(=O)OC(C)(C)C)SC)=O (N-{3′-[5-(tert-Butoxycarbonylamino-imino-methyl)-2-methylsulfanyl-thiophene-3-sulfonyl]-6-methyl-biphenyl-2-yl}-malonamic acid methyl ester), [OH-].[Na+] (NaOH), [Li+].[OH-] (LiOH). The solvent is CO (MeOH). Conditions: time 2 hour. The product is C(C)(C)(C)OC(=O)NC(C1=CC(=C(S1)SC)S(=O)(=O)C=1C=C(C=CC1)C1=C(C=CC=C1C)NC(CC(=O)O)=O)=N (N-{3′-[5-(tert-Butoxycarbonylamino-imino-methyl)-2-methylsulfanyl-thiophene-3-sulfonyl]-6-methyl-biphenyl-2-yl}-malonamic acid). Reaction SMILES: C[O:2][C:3](=[O:41])[CH2:4][C:5]([NH:7][C:8]1[CH:13]=[CH:12][CH:11]=[C:10]([CH3:14])[C:9]=1[C:15]1[CH:20]=[CH:19][CH:18]=[C:17]([S:21]([C:24]2[CH:28]=[C:27]([C:29]([NH:31][C:32]([O:34][C:35]([CH3:38])([CH3:37])[CH3:36])=[O:33])=[NH:30])[S:26][C:25]=2[S:39][CH3:40])(=[O:23])=[O:22])[CH:16]=1)=[O:6].[OH-].[Na+].[Li+].[OH-]>CO>[C:35]([O:34][C:32]([NH:31][C:29](=[NH:30])[C:27]1[S:26][C:25]([S:39][CH3:40])=[C:24]([S:21]([C:17]2[CH:16]=[C:15]([C:9]3[C:10]([CH3:14])=[CH:11][CH:12]=[CH:13][C:8]=3[NH:7][C:5](=[O:6])[CH2:4][C:3]([OH:41])=[O:2])[CH:20]=[CH:19][CH:18]=2)(=[O:23])=[O:22])[CH:28]=1)=[O:33])([CH3:38])([CH3:36])[CH3:37] |f:1.2,3.4|. Reported procedure: N-{3′-[5-(tert-Butoxycarbonylamino-imino-methyl)-2-methylsulfanyl-thiophene-3-sulfonyl]-6-methyl-biphenyl-2-yl}-malonamic acid methyl ester (20 mg, 0.03 mmol, Example 132: step a) and NaOH (1M, 90 μL, 0.09 mmol) were dissolved into MeOH (1.5 mL). The reaction was stirred for 2 hours. LiOH (1.0 mg, 0.05 mmol) was added and the reaction was stirred at RT overnight. The solvents were removed in vacuo and used with out further purification in the next step. ESI-MS (m/z): Calcd. for C27H29N3O7S3: 604... Reactants: COC(=O)CCC(C#N)(CCC(=O)OC)c1ccccc1, CC(=O)O, Cc1ccccc1, C1CCOC1. Yields the product COC(=O)C1CC(C#N)(c2ccccc2)CCC1=O. As a reaction SMILES: [CH3:1][O:2][C:3]([CH2:4][CH2:5][C:6]([CH2:7][CH2:8][C:9](=[O:10])[O:11][CH3:12])([c:13]1[cH:14][cH:15][cH:16][cH:17][cH:18]1)[C:19]#[N:20])=[O:21].[CH3:22][C:23](=[O:24])[OH:25].[CH3:26][c:27]1[cH:28][cH:29][cH:30][cH:31][cH:32]1.[O:33]1[CH2:34][CH2:35][CH2:36][CH2:37]1>>[C:3]1(=[O:21])[CH2:4][CH2:5][C:6]([c:13]2[cH:14][cH:15][cH:16][cH:17][cH:18]2)([C:19]#[N:20])[CH2:7][CH:8]1[C:9](=[O:10])[O:11][CH3:12]. Starting materials: ClC=1C=CC2=C(CN(CC3=NN=C(N23)[C@@H]2CC[C@H](CC2)OC(C)C)C(COC(C)=O)=O)C1 (trans-acetic acid 2-[8-chloro-1-(4-isopropoxy-cyclohexyl)-4H,6H-2,3,5,10b-tetraaza-benzoazulen-5-yl]-2-oxo-ethyl ester), C[O-].[Na+] (sodium methoxide). The solvent is CO (methanol). Run at time 40 minute. Product: ClC=1C=CC2=C(CN(CC3=NN=C(N23)[C@@H]2CC[C@H](CC2)OC(C)C)C(CO)=O)C1 (trans-1-[8-Chloro-1-(4-isopropoxy-cyclohexyl)-4H,6H-2,3,5,10b-tetraaza-benzoazulen-5-yl]-2-hydroxy-ethanone). The yield is 49.0%. Reaction SMILES: [Cl:1][C:2]1[CH:3]=[CH:4][C:5]2[N:14]3[C:10](=[N:11][N:12]=[C:13]3[C@H:15]3[CH2:20][CH2:19][C@H:18]([O:21][CH:22]([CH3:24])[CH3:23])[CH2:17][CH2:16]3)[CH2:9][N:8]([C:25](=[O:31])[CH2:26][O:27]C(=O)C)[CH2:7][C:6]=2[CH:32]=1.C[O-].[Na+]>CO>[Cl:1][C:2]1[CH:3]=[CH:4][C:5]2[N:14]3[C:10](=[N:11][N:12]=[C:13]3[C@H:15]3[CH2:20][CH2:19][C@H:18]([O:21][CH:22]([CH3:24])[CH3:23])[CH2:17][CH2:16]3)[CH2:9][N:8]([C:25](=[O:31])[CH2:26][OH:27])[CH2:7][C:6]=2[CH:32]=1 |f:1.2|. Reported procedure: To a solution of trans-acetic acid 2-[8-chloro-1-(4-isopropoxy-cyclohexyl)-4H,6H-2,3,5,10b-tetraaza-benzoazulen-5-yl]-2-oxo-ethyl ester in methanol (5 ml) was added one drop of a 30% methanolic sodium methoxide solution at room temperature. Stirring for 40 minutes was followed by quenching with water. The mixture was extracted with three portions of tert-butyl methyl ether. The combined org layers were dried over anhydrous sodium sulfate and concentrated in vacuo. Flash-chromatography with n-hep... Reactants: CCCN(CCC)c1nc2c(c(-c3ccc(O)cc3F)cn2C)c(=O)n1C, CN(C)C=O, [H-], CI, [Na+], O. Product: CCCN(CCC)c1nc2c(c(-c3ccc(OC)cc3F)cn2C)c(=O)n1C. As a reaction SMILES: [CH2:1]([CH2:2][CH3:3])[N:4]([c:5]1[n:6]([CH3:24])[c:7](=[O:23])[c:8]2[c:9]([n:10]1)[n:11]([CH3:22])[cH:12][c:13]2-[c:14]1[c:15]([F:21])[cH:16][c:17]([OH:20])[cH:18][cH:19]1)[CH2:25][CH2:26][CH3:27].[CH3:32][N:33]([CH3:34])[CH:35]=[O:36].[H-:28].[I:30][CH3:31].[Na+:29].[OH2:37]>>[CH2:1]([CH2:2][CH3:3])[N:4]([c:5]1[n:6]([CH3:24])[c:7](=[O:23])[c:8]2[c:9]([n:10]1)[n:11]([CH3:22])[cH:12][c:13]2-[c:14]1[c:15]([F:21])[cH:16][c:17]([O:20][CH3:31])[cH:18][cH:19]1)[CH2:25][CH2:26][CH3:27]. Procedure: The title compound was prepared in analogy to the procedure described for Step H1 but diethylaluminium chloride (1.8M in toluene) [96-10-6] was used instead of trimethylaluminium chloride, and 2-[(5-chloro-1-methyl-6-oxo-1,6-dihydro-pyridin-3-ylamino)-(4-cyano-3-fluoro-phenyl)-methyl]-5-(2,4-dimethoxy-pyrimidin-5-yl)-1-isopropyl-1H-pyrrole-3-carboxylic acid methyl ester (Step 195.1) was used instead of 2-[(3-chloro-4-fluoro-phenylamino)-(4-cyano-phenyl)-methyl]-1-isopropyl-1H-pyrrole-3-carboxyli... Yields the product ClC1=CC(=CN(C1=O)C)N1C(C=2N(C(=CC2C1=O)C=1C(=NC(=NC1)OC)OC)C(C)C)C1=CC(=C(C#N)C=C1)F (4-[5-(5-Chloro-1-methyl-6-oxo-1,6-dihydro-pyridin-3-yl)-2-(2,4-dimethoxy-pyrimidin-5-yl)-1-isopropyl-4-oxo-1,4,5,6-tetrahydro-pyrrolo[3,4-b]pyrrol-6-yl]-2-fluoro-benzonitrile). Starting materials: [Cl-].C(C)[Al+]CC (diethylaluminium chloride), COC(=O)C1=C(N(C(=C1)C=1C(=NC(=NC1)OC)OC)C(C)C)C(C1=CC(=C(C=C1)C#N)F)NC1=CN(C(C(=C1)Cl)=O)C (2-[(5-chloro-1-methyl-6-oxo-1,6-dihydro-pyridin-3-ylamino)-(4-cyano-3-fluoro-phenyl)-methyl]-5-(2,4-dimethoxy-pyrimidin-5-yl)-1-isopropyl-1H-pyrrole-3-carboxylic acid methyl ester). As a reaction SMILES: [Cl-].C([Al+]CC)C.CO[C:9]([C:11]1[CH:15]=[C:14]([C:16]2[C:17]([O:24][CH3:25])=[N:18][C:19]([O:22][CH3:23])=[N:20][CH:21]=2)[N:13]([CH:26]([CH3:28])[CH3:27])[C:12]=1[CH:29]([NH:39][C:40]1[CH:45]=[C:44]([Cl:46])[C:43](=[O:47])[N:42]([CH3:48])[CH:41]=1)[C:30]1[CH:35]=[CH:34][C:33]([C:36]#[N:37])=[C:32]([F:38])[CH:31]=1)=[O:10]>>[Cl:46][C:44]1[C:43](=[O:47])[N:42]([CH3:48])[CH:41]=[C:40]([N:39]2[C:9](=[O:10])[C:11]3[CH:15]=[C:14]([C:16]4[C:17]([O:24][CH3:25])=[N:18][C:19]([O:22][CH3:23])=[N:20][CH:21]=4)[N:13]([CH:26]([CH3:27])[CH3:28])[C:12]=3[CH:29]2[C:30]2[CH:35]=[CH:34][C:33]([C:36]#[N:37])=[C:32]([F:38])[CH:31]=2)[CH:45]=1 |f:0.1|. The reactants are C(C)(=O)O.OC1=C(C(=NN1C1=CC=CC=C1)C)C=O (5-hydroxy-3-methyl-1-phenylpyrazole-4-carboxal-dehyde acetate), C(C)OC(CBr)=O (ethylbromoacetate). Yields the product CC=1C2=C(N(N1)C1=CC=CC=C1)OC(=C2)C(=O)OCC (Ethyl 3-methyl-1-phenylfuro[2,3-c]pyrazole-5-carboxylate). As a reaction SMILES: C(O)(=O)C.[OH:5][C:6]1[N:10]([C:11]2[CH:16]=[CH:15][CH:14]=[CH:13][CH:12]=2)[N:9]=[C:8]([CH3:17])[C:7]=1[CH:18]=O.[CH2:20]([O:22][C:23](=[O:26])[CH2:24]Br)[CH3:21]>>[CH3:17][C:8]1[C:7]2[CH:18]=[C:24]([C:23]([O:22][CH2:20][CH3:21])=[O:26])[O:5][C:6]=2[N:10]([C:11]2[CH:12]=[CH:13][CH:14]=[CH:15][CH:16]=2)[N:9]=1 |f:0.1|. Reported procedure: Furo[2,3-c]pyrazole compounds were first synthesized by two of the present inventors, L. J. Haung and S. C. Kuo, and H. T. Li in an article published in J. Taiwan Pharm. Assoc. 31 (1), 47-55 (1979). Ethyl 3-methyl-1-phenylfuro[2,3-c]pyrazole-5-carboxylate (3) was synthesized in this article. As shown in the following Scheme 1, chloro-3-methyl-1-phenylpyrazole-4-carboxaldehyde (1) and ethylglycolate (2) were condensed to form ethyl 3-methyl-1-phenylfuro[2,3-c]pyrazole-5-carboxylate (3); or 5-hydr...